This data is from the Open Reaction Database (ORD), a public repository of structured organic reaction records. The task is: describe an organic reaction: reactants, conditions, products, and yield Starting materials: OC=1SC2=C(N1)C=CC=C2 (hydroxybenzothiazol), C(C)(C)N(CC)C(C)C (diisopropylethylamine), N1CCCC1 (pyrrolidine), ice, FC1=C(C=CC=C1)C=1C=NC(=NC1)N1C=C(C2=CC=C(C=C12)C(=O)O)S(=O)C (1-(5-(2-Fluorophenyl)pyrimidin-2-yl)-3-(methylsulfinyl)-1H-indole-6-carboxylic acid). Run in ClCCl (dichloromethane), ClCCl (dichloromethane). Conditions: time 16 hour. The product is FC1=C(C=CC=C1)C=1C=NC(=NC1)N1C=C(C2=CC=C(C=C12)C(=O)N1CCCC1)S(=O)C ((1-(5-(2-Fluorophenyl)pyrimidin-2-yl)-3-(methylsulfinyl)-1H-indol-6-yl)(pyrrolidin-1-yl)methanone). RXN SMILES: OC1SC2C=[CH:9][CH:8]=[CH:7][C:5]=2[N:6]=1.C(N(C(C)C)CC)(C)C.N1CCCC1.[F:25][C:26]1[CH:31]=[CH:30][CH:29]=[CH:28][C:27]=1[C:32]1[CH:33]=[N:34][C:35]([N:38]2[C:46]3[C:41](=[CH:42][CH:43]=[C:44]([C:47]([OH:49])=O)[CH:45]=3)[C:40]([S:50]([CH3:52])=[O:51])=[CH:39]2)=[N:36][CH:37]=1>ClCCl>[F:25][C:26]1[CH:31]=[CH:30][CH:29]=[CH:28][C:27]=1[C:32]1[CH:37]=[N:36][C:35]([N:38]2[C:46]3[C:41](=[CH:42][CH:43]=[C:44]([C:47]([N:6]4[CH2:5][CH2:7][CH2:8][CH2:9]4)=[O:49])[CH:45]=3)[C:40]([S:50]([CH3:52])=[O:51])=[CH:39]2)=[N:34][CH:33]=1. Procedure: EDCxHCl (115 mg, 0.60 mmol), hydroxybenzothiazol (82 mg, 0.60 mmol), diisopropylethylamine (0.35 ml, 2.02 mmol) and pyrrolidine (0.05 mL, 0.60 mmol) were added to an ice-cooled suspension of 51e) (200 mg, 0.50 mmol) in dichloromethane (10 mL). The reaction mixture was stirred at room temperature for 16 h and then diluted with dichloromethane (40 mL). The organic phase was successively washed with saturated ammonium chloride solution (2×50 mL), saturated sodium hydrogen carbonate solution (2×30 m... Reactants: O=C([O-])[O-], CCOc1ccccc1-c1oc2c(C(=O)O)cccc2c(=O)c1C, OCCBr, Cl, [K+], [K+], CN(C)C=O, O. Yields the product CCOc1ccccc1-c1oc2c(C(=O)OCCO)cccc2c(=O)c1C. RXN SMILES: [C:25](=[O:26])([O-:27])[O-:28].[CH2:1]([CH3:2])[O:3][c:4]1[c:5](-[c:6]2[o:7][c:8]3[c:9]([C:18](=[O:19])[OH:20])[cH:10][cH:11][cH:12][c:13]3[c:14](=[O:17])[c:15]2[CH3:16])[cH:21][cH:22][cH:23][cH:24]1.[CH2:31]([CH2:32][OH:33])[Br:34].[ClH:35].[K+:29].[K+:30].[O:36]=[CH:37][N:38]([CH3:39])[CH3:40].[OH2:41]>>[CH2:1]([CH3:2])[O:3][c:4]1[c:5](-[c:6]2[o:7][c:8]3[c:9]([C:18](=[O:19])[O:20][CH2:31][CH2:32][OH:33])[cH:10][cH:11][cH:12][c:13]3[c:14](=[O:17])[c:15]2[CH3:16])[cH:21][cH:22][cH:23][cH:24]1. As a reaction SMILES: [CH3:1][O:2][C:3]1[CH:32]=[CH:31][C:6]([CH2:7][N:8]([CH2:22][C:23]2[CH:28]=[CH:27][C:26]([O:29][CH3:30])=[CH:25][CH:24]=2)[C:9]2[CH:14]=[C:13]([F:15])[C:12]([C:16]([CH3:20])([CH3:19])[CH2:17][OH:18])=[C:11]([F:21])[CH:10]=2)=[CH:5][CH:4]=1.I[CH3:34].[H-].[Na+].O>CN(C=O)C>[F:21][C:11]1[CH:10]=[C:9]([CH:14]=[C:13]([F:15])[C:12]=1[C:16]([CH3:20])([CH3:19])[CH2:17][O:18][CH3:34])[N:8]([CH2:7][C:6]1[CH:5]=[CH:4][C:3]([O:2][CH3:1])=[CH:32][CH:31]=1)[CH2:22][C:23]1[CH:24]=[CH:25][C:26]([O:29][CH3:30])=[CH:27][CH:28]=1 |f:2.3|. The yield is 73.9%. Reaction conditions: temperature 0 celsius, time 4 hour. The solvent is CN(C)C=O (DMF). Starting materials: O (water), COC1=CC=C(CN(C2=CC(=C(C(=C2)F)C(CO)(C)C)F)CC2=CC=C(C=C2)OC)C=C1 (2-(4-(bis(4-methoxybenzyl)amino)-2,6-difluorophenyl)-2-methylpropan-1-ol), IC (iodomethane), [H-].[Na+] (sodium hydride). Yields the product FC=1C=C(N(CC2=CC=C(C=C2)OC)CC2=CC=C(C=C2)OC)C=C(C1C(COC)(C)C)F (3,5-difluoro-4-(1-methoxy-2-methylpropan-2-yl)-N,N-bis(4-methoxybenzyl)aniline). Procedure details: To a solution of 2-(4-(bis(4-methoxybenzyl)amino)-2,6-difluorophenyl)-2-methylpropan-1-ol (1.31 g, 2.97 mmol) and iodomethane (0.278 mL, 4.45 mmol) in DMF (10 mL) was added sodium hydride (60%, oil, 0.154 g, 3.86 mmol) at 0° C., and the mixture was stirred at 0° C. for 4 hr. To the reaction mixture was added water, and the mixture was extracted with ethyl acetate. The organic layer was washed with brine, and dried over magnesium sulfate, and the solvent was evaporated under reduced pressure. The... Reactants: NC1=NN2C(C(=CC=C2)C2(CCC(CC2)C(F)(F)F)O)=N1 (1-(2-amino-[1,2,4]triazolo[1,5-a]pyridin-8-yl)-4-(trifluoromethyl)cyclohexanol), CC1=NSC(=N1)N1CCC(CC1)=O (1-(3-methyl-1,2,4-thiadiazol-5-yl)piperidin-4-one), [BH4-].[Na+] (sodium borohydride). Solvent: C(C)O (ethanol). Product: CC1=NSC(=N1)N1CCC(CC1)NC1=NN2C(C(=CC=C2)C2(CCC(CC2)C(F)(F)F)O)=N1 (1-(2-(1-(3-Methyl-1,2,4-thiadiazol-5-yl)piperidin-4-ylamino)-[1,2,4]-triazolo[1,5-a]pyridin-8-yl)-4-(trifluoromethyl)cyclohexanol). Reaction SMILES: [NH2:1][C:2]1[N:21]=[C:5]2[C:6]([C:10]3([OH:20])[CH2:15][CH2:14][CH:13]([C:16]([F:19])([F:18])[F:17])[CH2:12][CH2:11]3)=[CH:7][CH:8]=[CH:9][N:4]2[N:3]=1.[CH3:22][C:23]1[N:27]=[C:26]([N:28]2[CH2:33][CH2:32][C:31](=O)[CH2:30][CH2:29]2)[S:25][N:24]=1.[BH4-].[Na+]>C(O)C>[CH3:22][C:23]1[N:27]=[C:26]([N:28]2[CH2:29][CH2:30][CH:31]([NH:1][C:2]3[N:21]=[C:5]4[C:6]([C:10]5([OH:20])[CH2:11][CH2:12][CH:13]([C:16]([F:17])([F:18])[F:19])[CH2:14][CH2:15]5)=[CH:7][CH:8]=[CH:9][N:4]4[N:3]=3)[CH2:32][CH2:33]2)[S:25][N:24]=1 |f:2.3|. Procedure: Prepared in analogy to example 219f), starting from 1-(2-amino-[1,2,4]triazolo[1,5-a]pyridin-8-yl)-4-(trifluoromethyl)cyclohexanol and 1-(3-methyl-1,2,4-thiadiazol-5-yl)piperidin-4-one. As a reducing agent 4 equivalent sodium borohydride in ethanol was used at 70° C. over night. The title compound was obtained after column chromatography on silica gel using ethyl acetate as eluent as a white solid (yield: 46%). The reactants are [BH-](OC(=O)C)(OC(=O)C)OC(=O)C.[Na+] (NaBH(OAc)3), COC([C@H](CC1=CC=C(C=C1)Br)NC(C1=CC=C(C=C1)N)=O)=O ((S)-2-(4-amino-benzoylamino)-3-(4-bromo-phenyl)-propionic acid methyl ester), C1(=CC=CC2=CC=CC=C12)C=O (1-naphthaldehyde), C(Cl)Cl (DCM), NaBH(OAc)3was. Run in C1CCOC1 (THF), ClCCCl (DCE). Product: COC([C@H](CC1=CC=C(C=C1)Br)NC(C1=CC=C(C=C1)NCC1=CC=CC2=CC=CC=C12)=O)=O ((S)-3-(4-Bromo-phenyl)-2-{4-[(naphthalen-1-ylmethyl)-amino]-benzoylamino}-propionic acid methyl ester). Isolated yield 48.0%. Reaction SMILES: [CH3:1][O:2][C:3](=[O:23])[C@@H:4]([NH:13][C:14](=[O:22])[C:15]1[CH:20]=[CH:19][C:18]([NH2:21])=[CH:17][CH:16]=1)[CH2:5][C:6]1[CH:11]=[CH:10][C:9]([Br:12])=[CH:8][CH:7]=1.[C:24]1([CH:34]=O)[C:33]2[C:28](=[CH:29][CH:30]=[CH:31][CH:32]=2)[CH:27]=[CH:26][CH:25]=1.[BH-](OC(C)=O)(OC(C)=O)OC(C)=O.[Na+].C(Cl)Cl>ClCCCl.C1COCC1>[CH3:1][O:2][C:3](=[O:23])[C@@H:4]([NH:13][C:14](=[O:22])[C:15]1[CH:16]=[CH:17][C:18]([NH:21][CH2:34][C:24]2[C:33]3[C:28](=[CH:29][CH:30]=[CH:31][CH:32]=3)[CH:27]=[CH:26][CH:25]=2)=[CH:19][CH:20]=1)[CH2:5][C:6]1[CH:7]=[CH:8][C:9]([Br:12])=[CH:10][CH:11]=1 |f:2.3|. Reported procedure: (S)-3-(4-Bromo-phenyl)-2-{4-[(naphthalen-1-ylmethyl)-amino]-benzoylamino}-propionic acid methyl ester (273 mg) was prepared from (S)-2-(4-amino-benzoylamino)-3-(4-bromo-phenyl)-propionic acid methyl ester (415 mg, 1.1 mmol) and 1-naphthaldehyde (0.331 mL, 2.4 mmol) according to Procedure G, except for the following: the reaction was done in 15 mL DCE and 5 mL THF, was allowed to stir for 15 min before NaBH(OAc)3was added, was treated with two additional equiv. NaBH(OAc)3 after 2 h, and an adapte... Starting materials: [I-].ClC=1N([N+](=C(C1)C1=CC=CC=C1)C)C (3-Chloro-1,2-dimethyl-5-phenylpyrazolium iodide), [O-]C1=CC=CC=C1.[Na+] (sodium phenoxide), CN(C=O)C (dimethylformamide). Reaction conditions: time 21 hour. Yields the product [I-].C[N+]=1N(C(=CC1C1=CC=CC=C1)N(C)C)C (1,2-Dimethyl-3-dimethylamino-5-phenylpyrazolium Iodide). Reaction SMILES: [I-:1].Cl[C:3]1[N:4]([CH3:15])[N+:5]([CH3:14])=[C:6]([C:8]2[CH:13]=[CH:12][CH:11]=[CH:10][CH:9]=2)[CH:7]=1.[O-]C1C=CC=CC=1.[Na+].[CH3:24][N:25](C)[CH:26]=O>>[I-:1].[CH3:14][N+:5]1[N:4]([CH3:15])[C:3]([N:25]([CH3:26])[CH3:24])=[CH:7][C:6]=1[C:8]1[CH:13]=[CH:12][CH:11]=[CH:10][CH:9]=1 |f:0.1,2.3,5.6|. Procedure details: 3-Chloro-1,2-dimethyl-5-phenylpyrazolium iodide (10.0 g, 0.03 mole) is treated with sodium phenoxide (5.64 g, 0.06 mole) in dimethylformamide (100 ml) and the mixture heated and stirred at 110°C to 120°C for 21 hours. The dimethylformamide is then removed in vacuo, the residual oil dissolved in aqueous sodium bicarbonate solution and is extracted with ether. The ether fraction yields some brown oil which is not further examined. Next the aqueous sodium bicarbonate solution is extracted with chlo... Reactants: C1CCNCC1, O=c1c2c(n(-c3ccccc3)c3ncccc13)OC(CI)C2. Product: C=C1Cc2c(n(-c3ccccc3)c3ncccc3c2=O)O1. Reaction SMILES: [CH2:23]1[CH2:24][CH2:25][NH:26][CH2:27][CH2:28]1.[I:1][CH2:2][CH:3]1[CH2:4][c:5]2[c:6]([n:7](-[c:16]3[cH:17][cH:18][cH:19][cH:20][cH:21]3)[c:8]3[n:9][cH:10][cH:11][cH:12][c:13]3[c:14]2=[O:15])[O:22]1>>[CH2:2]=[C:3]1[CH2:4][c:5]2[c:6]([n:7](-[c:16]3[cH:17][cH:18][cH:19][cH:20][cH:21]3)[c:8]3[n:9][cH:10][cH:11][cH:12][c:13]3[c:14]2=[O:15])[O:22]1.